This data is from the Open Reaction Database (ORD), a public repository of structured organic reaction records. The task is: describe an organic reaction: reactants, conditions, products, and yield Starting materials: C(C)OC(=O)C1=NC(=CC=C1C)Cl (6-chloro-3-methyl-pyridine-2-carboxylic acid ethyl ester), ClC(C(=O)O)Cl (dichloroacetic acid), C(=O)(O)[O-].[Na+] (NaHCO3). Solvent: O (water). Yields the product C(C)OC(=O)C=1NC(C=CC1C)=O (3-Methyl-6-oxo-1,6-dihydro-pyridine-2-carboxylic acid ethyl ester). RXN SMILES: [CH2:1]([O:3][C:4]([C:6]1[C:11]([CH3:12])=[CH:10][CH:9]=[C:8](Cl)[N:7]=1)=[O:5])[CH3:2].ClC(Cl)C(O)=[O:17].C([O-])(O)=O.[Na+]>O>[CH2:1]([O:3][C:4]([C:6]1[NH:7][C:8](=[O:17])[CH:9]=[CH:10][C:11]=1[CH3:12])=[O:5])[CH3:2] |f:2.3|. Procedure: A mixture of 6-chloro-3-methyl-pyridine-2-carboxylic acid ethyl ester (650 mg, 3.26 mmol), dichloroacetic acid (5 mL) and water (0.5 mL) was refluxed for 1 h. After cooling to r.t., the mixture was neutralized with saturated NaHCO3 and extracted with CH2Cl2. The organic layer was dried over MgSO4 and concentrated in vacuo. The crude product was purified by silica gel chromatography (0-10% MeOH/CH2Cl2) to give 230 mg of the title compound as a white solid. MS: (+) m/z 182.25 (M+1).